From a dataset of the Open Reaction Database (ORD), a public repository of structured organic reaction records. describe an organic reaction: reactants, conditions, products, and yield The reactants are O=C([O-])[O-], CNS(=O)(=O)c1ccc(F)cc1, CN1CCCC1=O, [K+], [K+], c1cc(N2CCNCC2)ccn1. Yields the product CNS(=O)(=O)c1ccc(N2CCN(c3ccncc3)CC2)cc1. RXN SMILES: [C:25](=[O:26])([O-:27])[O-:28].[CH3:13][NH:14][S:15](=[O:16])(=[O:17])[c:18]1[cH:19][cH:20][c:21]([F:24])[cH:22][cH:23]1.[CH3:31][N:32]1[CH2:33][CH2:34][CH2:35][C:36]1=[O:37].[K+:29].[K+:30].[n:1]1[cH:2][cH:3][c:4]([N:7]2[CH2:8][CH2:9][NH:10][CH2:11][CH2:12]2)[cH:5][cH:6]1>>[n:1]1[cH:2][cH:3][c:4]([N:7]2[CH2:8][CH2:9][N:10]([c:21]3[cH:20][cH:19][c:18]([S:15]([NH:14][CH3:13])(=[O:16])=[O:17])[cH:23][cH:22]3)[CH2:11][CH2:12]2)[cH:5][cH:6]1. Starting materials: CCOP(=O)(C=Cc1ccc(C(=C2CCCCCC2)c2ccc(O)cc2)cc1)OCC, CCO, [Na+], [OH-]. The product is CCOP(=O)(O)C=Cc1ccc(C(=C2CCCCCC2)c2ccc(O)cc2)cc1. Reaction SMILES: [C:1]1(=[C:8]([c:9]2[cH:10][cH:11][c:12]([CH:15]=[CH:16][P:17]([O:18][CH2:19][CH3:20])([O:21][CH2:22][CH3:23])=[O:24])[cH:13][cH:14]2)[c:25]2[cH:26][cH:27][c:28]([OH:31])[cH:29][cH:30]2)[CH2:2][CH2:3][CH2:4][CH2:5][CH2:6][CH2:7]1.[CH3:34][CH2:35][OH:36].[Na+:33].[OH-:32]>>[C:1]1(=[C:8]([c:9]2[cH:10][cH:11][c:12]([CH:15]=[CH:16][P:17]([O:18][CH2:19][CH3:20])(=[O:21])[OH:24])[cH:13][cH:14]2)[c:25]2[cH:26][cH:27][c:28]([OH:31])[cH:29][cH:30]2)[CH2:2][CH2:3][CH2:4][CH2:5][CH2:6][CH2:7]1. Reactants: CC(C)(C)OC(=O)N1CCC2Oc3ccc(-c4ccc(Cl)cc4Cl)cc3C2C1, ClCCl, [Na+], [OH-]. Yields the product Clc1ccc(-c2ccc3c(c2)C2C=NCCC2O3)c(Cl)c1. RXN SMILES: [Cl:1][c:2]1[c:3](-[c:9]2[cH:10][cH:11][c:12]3[c:13]([cH:14]2)[CH:15]2[CH2:16][N:17]([C:22]([O:23][C:24]([CH3:25])([CH3:26])[CH3:27])=[O:28])[CH2:18][CH2:19][CH:20]2[O:21]3)[cH:4][cH:5][c:6]([Cl:8])[cH:7]1.[Cl:31][CH2:32][Cl:33].[Na+:30].[OH-:29]>>[Cl:1][c:2]1[c:3](-[c:9]2[cH:10][cH:11][c:12]3[c:13]([cH:14]2)[CH:15]2[CH:16]=[N:17][CH2:18][CH2:19][CH:20]2[O:21]3)[cH:4][cH:5][c:6]([Cl:8])[cH:7]1. Reactants: O=C(C(=O)N1CCN(c2nnnn2-c2ccccc2)CC1)c1c[nH]c2c(Br)ncc(F)c12, O=C([O-])[O-], Cc1cc[nH]n1, CO, CN1CCCC1=O, [Cu], [K+], [K+]. Yields the product Cc1ccn(-c2ncc(F)c3c(C(=O)C(=O)N4CCN(c5nnnn5-c5ccccc5)CC4)c[nH]c23)n1. RXN SMILES: [Br:1][c:2]1[n:3][cH:4][c:5]([F:32])[c:6]2[c:7]1[nH:8][cH:9][c:10]2[C:11]([C:12](=[O:13])[N:14]1[CH2:15][CH2:16][N:17]([c:20]2[n:21][n:22][n:23][n:24]2-[c:25]2[cH:26][cH:27][cH:28][cH:29][cH:30]2)[CH2:18][CH2:19]1)=[O:31].[C:33](=[O:34])([O-:35])[O-:36].[CH3:39][c:40]1[n:41][nH:42][cH:43][cH:44]1.[CH3:45][OH:46].[CH3:47][N:48]1[CH2:49][CH2:50][CH2:51][C:52]1=[O:53].[Cu:54].[K+:37].[K+:38]>>[c:2]1(-[n:42]2[n:41][c:40]([CH3:39])[cH:44][cH:43]2)[n:3][cH:4][c:5]([F:32])[c:6]2[c:7]1[nH:8][cH:9][c:10]2[C:11]([C:12](=[O:13])[N:14]1[CH2:15][CH2:16][N:17]([c:20]2[n:21][n:22][n:23][n:24]2-[c:25]2[cH:26][cH:27][cH:28][cH:29][cH:30]2)[CH2:18][CH2:19]1)=[O:31]. Reactants: CC1=C(C=CC(=C1)C)C1=C(N(C(C2=CC=CC=C12)=O)C)C(C(=O)OC)O (methyl 2-(4-(2,4-dimethylphenyl)-2-methyl-1-oxo-1,2-dihydroisoquinolin-3-yl)-2-hydroxyacetate), [Li+].C[Si](C)(C)[N-][Si](C)(C)C (LiHMDS), ICC (iodoethane). Solvent: O1CCCC1 (Tetrahydrofuran). Conditions: time 1 hour. Product: CC1=C(C=CC(=C1)C)C1=C(N(C(C2=CC=CC=C12)=O)C)C(C(=O)OC)OCC (Methyl [4-(2,4-dimethylphenyl)-2-methyl-1-oxo-1,2-dihydro-3-isoquinolinyl](ethyloxy)acetate). Reaction SMILES: [CH3:1][C:2]1[CH:7]=[C:6]([CH3:8])[CH:5]=[CH:4][C:3]=1[C:9]1[C:18]2[C:13](=[CH:14][CH:15]=[CH:16][CH:17]=2)[C:12](=[O:19])[N:11]([CH3:20])[C:10]=1[CH:21]([OH:26])[C:22]([O:24][CH3:25])=[O:23].[Li+].C[Si]([N-][Si](C)(C)C)(C)C.I[CH2:38][CH3:39]>O1CCCC1>[CH3:1][C:2]1[CH:7]=[C:6]([CH3:8])[CH:5]=[CH:4][C:3]=1[C:9]1[C:18]2[C:13](=[CH:14][CH:15]=[CH:16][CH:17]=2)[C:12](=[O:19])[N:11]([CH3:20])[C:10]=1[CH:21]([O:26][CH2:38][CH3:39])[C:22]([O:24][CH3:25])=[O:23] |f:1.2|. Procedure details: A solution of methyl 2-(4-(2,4-dimethylphenyl)-2-methyl-1-oxo-1,2-dihydroisoquinolin-3-yl)-2-hydroxyacetate (50 mg, 0.142 mmol) in Tetrahydrofuran (THF) (1 mL) was treated with LiHMDS (0.213 mL, 0.213 mmol) and iodoethane (0.069 mL, 0.854 mmol) at 0° C. The mixture was stirred at room temperature for 1 hour and then quenched with saturated NH4Cl solution. The mixture was extracted with ethyl acetate, washed with saturated NaHCO3 solution and brine, dried over Na2SO4, filtered and concentrated. T... The reactants are O=C(Nc1nnc(C2CCCC2)s1)c1ccccc1F, [Na+], [OH-], O=S(=O)(O)Cl. The product is O=C(Nc1nnc(C2CCCC2)s1)c1cc(S(=O)(=O)Cl)ccc1F. RXN SMILES: [CH:1]1([c:6]2[n:7][n:8][c:9]([NH:11][C:12]([c:13]3[c:14]([F:19])[cH:15][cH:16][cH:17][cH:18]3)=[O:20])[s:10]2)[CH2:2][CH2:3][CH2:4][CH2:5]1.[Na+:27].[OH-:26].[S:21]([OH:22])(=[O:23])(=[O:24])[Cl:25]>>[CH:1]1([c:6]2[n:7][n:8][c:9]([NH:11][C:12]([c:13]3[c:14]([F:19])[cH:15][cH:16][c:17]([S:21](=[O:22])(=[O:23])[Cl:25])[cH:18]3)=[O:20])[s:10]2)[CH2:2][CH2:3][CH2:4][CH2:5]1. As a reaction SMILES: [CH3:20][O:21][c:22]1[cH:23][cH:24][c:25]([P:26]2(=[S:29])[S:27][P:28]([c:30]3[cH:31][cH:32][c:33]([O:34][CH3:35])[cH:36][cH:37]3)(=[S:38])[S:39]2)[cH:40][cH:41]1.[F:1][C:2]([c:3]1[cH:4][c:5]([CH2:9][C:10](=[O:11])[N:12]2[CH2:13][CH2:14][CH2:15][CH2:16][CH2:17]2)[cH:6][cH:7][cH:8]1)([F:18])[F:19].[cH:42]1[cH:43][cH:44][cH:45][cH:46][cH:47]1>>[F:1][C:2]([c:3]1[cH:4][c:5]([CH2:9][C:10]([N:12]2[CH2:13][CH2:14][CH2:15][CH2:16][CH2:17]2)=[S:29])[cH:6][cH:7][cH:8]1)([F:18])[F:19]. Starting materials: COc1ccc(P2(=S)SP(=S)(c3ccc(OC)cc3)S2)cc1, O=C(Cc1cccc(C(F)(F)F)c1)N1CCCCC1, c1ccccc1. Product: FC(F)(F)c1cccc(CC(=S)N2CCCCC2)c1. Reaction SMILES: [N:1]#[C:2][C@@H:3]([C:5]([O:7][CH2:8][CH3:9])=[O:6])[NH2:4].[CH:10](OC(=O)C)=[O:11]>CCOCC>[CH:10]([NH:4][C@H:3]([C:5]([O:7][CH2:8][CH3:9])=[O:6])[C:2]#[N:1])=[O:11]. Conditions: time 8 hour. Procedure: Ethyl 3-nitriloalaninate (26.9 g, 210 mmol) is dissolved in anhydrous ether (200 mL), and cooled in an ice/water bath. Acetic formic anhydride (prepared as a mixture as described above) is added dropwise. When the addition is finished, the reaction mixture is allowed to warm to RT and stirred at RT overnight. Most volatiles are removed in vacuo, and the residue solvents are removed by co-evaporation with toluene (100 mL×4). The red oil obtained precipitates upon scratching in ether, and the resu... Starting materials: N#C[C@H](N)C(=O)OCC (Ethyl 3-nitriloalaninate), C(=O)OC(C)=O (Acetic formic anhydride). Yields the product C(=O)N[C@@H](C#N)C(=O)OCC (Ethyl N-formyl-3-nitriloalaninate). Solvent: CCOCC (ether). Reactants: C(CCC)C1=NC2=C(N1CC1=CC=C(C=C1)C=1C(=CC=CC1)C(=O)OC(C)(C)C)C(=CC=C2C)OCCN2CNC1C2=CC=CC1 (tert.-butyl 4'-[[2-n-butyl-7-[2-(tetrahydrobenzimidazol-1-yl)-ethoxy]-4-methyl-benzimidazol -1-yl]-methyl]-biphenyl-2-carboxylate), FC(C(=O)O)(F)F (trifluoroacetic acid). Run in C(Cl)Cl (methylene chloride). Yields the product C(CCC)C1=NC2=C(N1CC1=CC=C(C=C1)C=1C(=CC=CC1)C(=O)O)C(=CC=C2C)OCCN2CNC1C2=CC=CC1 (4'-[[2-n-Butyl-7-[2-(tetrahydrobenzimidazol-1-yl)-ethoxy]-4-methyl-benzimidazol-1-yl]-methyl]-biphenyl-2-carboxylic acid). Reaction SMILES: [CH2:1]([C:5]1[N:9]([CH2:10][C:11]2[CH:16]=[CH:15][C:14]([C:17]3[C:18]([C:23]([O:25]C(C)(C)C)=[O:24])=[CH:19][CH:20]=[CH:21][CH:22]=3)=[CH:13][CH:12]=2)[C:8]2[C:30]([O:35][CH2:36][CH2:37][N:38]3[C:42]4=[CH:43][CH:44]=[CH:45][CH2:46][CH:41]4[NH:40][CH2:39]3)=[CH:31][CH:32]=[C:33]([CH3:34])[C:7]=2[N:6]=1)[CH2:2][CH2:3][CH3:4].FC(F)(F)C(O)=O>C(Cl)Cl>[CH2:1]([C:5]1[N:9]([CH2:10][C:11]2[CH:16]=[CH:15][C:14]([C:17]3[C:18]([C:23]([OH:25])=[O:24])=[CH:19][CH:20]=[CH:21][CH:22]=3)=[CH:13][CH:12]=2)[C:8]2[C:30]([O:35][CH2:36][CH2:37][N:38]3[C:42]4=[CH:43][CH:44]=[CH:45][CH2:46][CH:41]4[NH:40][CH2:39]3)=[CH:31][CH:32]=[C:33]([CH3:34])[C:7]=2[N:6]=1)[CH2:2][CH2:3][CH3:4]. Procedure: Prepared analogously to Example 1 from tert.-butyl 4'-[[2-n-butyl-7-[2-(tetrahydrobenzimidazol-1-yl)-ethoxy]-4-methyl-benzimidazol -1-yl]-methyl]-biphenyl-2-carboxylate and trifluoroacetic acid in methylene chloride.